This data is from the Open Reaction Database (ORD), a public repository of structured organic reaction records. The task is: describe an organic reaction: reactants, conditions, products, and yield The reactants are FC=1C=C(C=CC1OC)C=1C=C(C(N(N1)CCCC1=CC=C(C=C1)F)=O)COS(=O)(=O)C (6-(3-fluoro-4-methoxyphenyl)-2-[3-(4-fluorophenyl)propyl]-4-methanesulfonyloxymethyl-2H-pyridazin-3-one), N1(CCNCC1)C(=O)OC(C)(C)C (tert-butyl 1-piperazinecarboxylate). Product: C(C)(C)(C)OC(=O)N1CCN(CC1)CC=1C(N(N=C(C1)C1=CC(=C(C=C1)OC)F)CCCC1=CC=C(C=C1)F)=O (4-(4-tert-butoxycarbonyl-1-piperazinyl)methyl-6-(3-fluoro-4-methoxyphenyl)-2-[3-(4-fluorophenyl)propyl]-2H-pyridazin-3-one). Isolated yield 72.6%. RXN SMILES: [F:1][C:2]1[CH:3]=[C:4]([C:10]2[CH:11]=[C:12]([CH2:27]OS(C)(=O)=O)[C:13](=[O:26])[N:14]([CH2:16][CH2:17][CH2:18][C:19]3[CH:24]=[CH:23][C:22]([F:25])=[CH:21][CH:20]=3)[N:15]=2)[CH:5]=[CH:6][C:7]=1[O:8][CH3:9].[N:33]1([C:39]([O:41][C:42]([CH3:45])([CH3:44])[CH3:43])=[O:40])[CH2:38][CH2:37][NH:36][CH2:35][CH2:34]1>>[C:42]([O:41][C:39]([N:33]1[CH2:38][CH2:37][N:36]([CH2:27][C:12]2[C:13](=[O:26])[N:14]([CH2:16][CH2:17][CH2:18][C:19]3[CH:20]=[CH:21][C:22]([F:25])=[CH:23][CH:24]=3)[N:15]=[C:10]([C:4]3[CH:5]=[CH:6][C:7]([O:8][CH3:9])=[C:2]([F:1])[CH:3]=3)[CH:11]=2)[CH2:35][CH2:34]1)=[O:40])([CH3:45])([CH3:43])[CH3:44]. Procedure: Following the procedure of Example 1(10), 6-(3-fluoro-4-methoxyphenyl)-2-[3-(4-fluorophenyl)propyl]-4-methanesulfonyloxymethyl-2H-pyridazin-3-one and tert-butyl 1-piperazinecarboxylate were reacted to yield the title compound as a yellow oil (yield: 72.6%). Reactants: C(C)N(C1=C(C=C(C=C1[N+](=O)[O-])C(F)(F)F)[N+](=O)[O-])CC(OCC)OCC (N-Ethyl-N-(2,2-diethoxyethyl)-2,6-dinitro-4-trifluoromethylaniline), C(CO)O (ethylene glycol), C=1(C(=CC=CC1)S(=O)(=O)O)C (toluenesulfonic acid). Solvent: C(C)(=O)OCC (ethyl acetate). Run at temperature 110 celsius. Yields the product C(C)N(C1=C(C=C(C=C1[N+](=O)[O-])C(F)(F)F)[N+](=O)[O-])CC1OCCO1 (N-ethyl-N-1,3-dioxolan-2-ylmethyl-2,6-dinitro-4-trifluoromethylaniline). Reaction SMILES: [CH2:1]([N:3]([CH2:20][CH:21]([O:25][CH2:26][CH3:27])[O:22]CC)[C:4]1[C:9]([N+:10]([O-:12])=[O:11])=[CH:8][C:7]([C:13]([F:16])([F:15])[F:14])=[CH:6][C:5]=1[N+:17]([O-:19])=[O:18])[CH3:2].C(O)CO.C1(C)C(S(O)(=O)=O)=CC=CC=1>C(OCC)(=O)C>[CH2:1]([N:3]([CH2:20][CH:21]1[O:22][CH2:27][CH2:26][O:25]1)[C:4]1[C:5]([N+:17]([O-:19])=[O:18])=[CH:6][C:7]([C:13]([F:14])([F:16])[F:15])=[CH:8][C:9]=1[N+:10]([O-:12])=[O:11])[CH3:2]. Procedure: N-Ethyl-N-(2,2-diethoxyethyl)-2,6-dinitro-4-trifluoromethylaniline (6.10 grams; 0.0154 mole), ethylene glycol (0.96 grams; 0.0154 mole) and toluenesulfonic acid (200 mg) were charged into a glass reaction vessel equipped with stirrer and thermometer. The reaction mixture was heated at 110° C. for a period of 2 hours. After this time the mixture was cooled to room temperature, dissolved in ethyl acetate and washed with water and saturated aqueous sodium bicarbonate. The washed product was then dr... The reactants are O=C1CCC(=O)N1Br, O=C(OOC(=O)c1ccccc1)c1ccccc1, COc1cccc(C)c1Cc1cccc2c1C(=O)NC2=O, CCOCC, ClC(Cl)(Cl)Cl. The product is COc1cccc(CBr)c1Cc1cccc2c1C(=O)NC2=O. Reaction SMILES: [Br:22][N:23]1[C:24](=[O:25])[CH2:26][CH2:27][C:28]1=[O:29].[C:30]([O:31][O:32][C:33](=[O:34])[c:35]1[cH:36][cH:37][cH:38][cH:39][cH:40]1)(=[O:41])[c:42]1[cH:43][cH:44][cH:45][cH:46][cH:47]1.[CH3:1][O:2][c:3]1[c:4]([CH2:5][c:6]2[c:7]3[c:8]([cH:14][cH:15][cH:16]2)[C:9](=[O:10])[NH:11][C:12]3=[O:13])[c:17]([CH3:21])[cH:18][cH:19][cH:20]1.[CH3:53][CH2:54][O:55][CH2:56][CH3:57].[Cl:48][C:49]([Cl:50])([Cl:51])[Cl:52]>>[CH3:1][O:2][c:3]1[c:4]([CH2:5][c:6]2[c:7]3[c:8]([cH:14][cH:15][cH:16]2)[C:9](=[O:10])[NH:11][C:12]3=[O:13])[c:17]([CH2:21][Br:22])[cH:18][cH:19][cH:20]1. The reactants are CC#CCOc1ncnc(Cl)c1F, CC1CCCNC1, CCO. Product: CC#CCOc1ncnc(N2CCCC(C)C2)c1F. RXN SMILES: [CH2:1]([C:2]#[C:3][CH3:4])[O:5][c:6]1[n:7][cH:8][n:9][c:10]([Cl:13])[c:11]1[F:12].[CH3:14][CH:15]1[CH2:16][NH:17][CH2:18][CH2:19][CH2:20]1.[CH3:21][CH2:22][OH:23]>>[CH2:1]([C:2]#[C:3][CH3:4])[O:5][c:6]1[n:7][cH:8][n:9][c:10]([N:17]2[CH2:16][CH:15]([CH3:14])[CH2:20][CH2:19][CH2:18]2)[c:11]1[F:12]. Reported procedure: 1-(4′-Chloro-4-fluoro-biphen-2-yl)-ethanone (62 mg, 0.25 mmol) and 2-(4-amino-3-formyl-phenyl)-1-cyclohexyl-1H-benzoimidazole-5-carboxylic acid ethyl ester (98 mg, 0.25 mmol) were dissolved in 500 μL ethanol and 500 μL 10% ethanolic KOH were added. The reaction was stirred at 75° C. overnight. The reaction was acidified with 4N hydrochloric acid, extracted three times with ethyl acetate, the organic extracts were dried with sodium sulfate and then evaporated. Purification via reverse-phase HPLC ... The solvent is C(C)O (ethanol). Reaction conditions: temperature 75 celsius, time 8 hour. Product: ClC1=CC=C(C2=CC=C(C=C2C2=NC3=CC=C(C=C3C=C2)C2=NC3=C(N2C2CCCCC2)C=CC(=C3)C(=O)O)F)C=C1 (2-[2-(4′-Chloro-4-fluoro-biphen-2-yl)-quinolin-6-yl]-1-cyclohexyl-1H-benzoimidazole-5-carboxylic acid). The reactants are Cl (hydrochloric acid), ClC1=CC=C(C2=CC=C(C=C2C(C)=O)F)C=C1 (1-(4′-Chloro-4-fluoro-biphen-2-yl)-ethanone), C(C)OC(=O)C1=CC2=C(N(C(=N2)C2=CC(=C(C=C2)N)C=O)C2CCCCC2)C=C1 (2-(4-amino-3-formyl-phenyl)-1-cyclohexyl-1H-benzoimidazole-5-carboxylic acid ethyl ester), [OH-].[K+] (KOH). RXN SMILES: [Cl:1][C:2]1[CH:17]=[CH:16][C:5]([C:6]2[C:11]([C:12](=O)[CH3:13])=[CH:10][C:9]([F:15])=[CH:8][CH:7]=2)=[CH:4][CH:3]=1.C([O:20][C:21]([C:23]1[CH:46]=[CH:45][C:26]2[N:27]([CH:39]3[CH2:44][CH2:43][CH2:42][CH2:41][CH2:40]3)[C:28]([C:30]3[CH:35]=[CH:34][C:33]([NH2:36])=[C:32]([CH:37]=O)[CH:31]=3)=[N:29][C:25]=2[CH:24]=1)=[O:22])C.[OH-].[K+].Cl>C(O)C>[Cl:1][C:2]1[CH:17]=[CH:16][C:5]([C:6]2[C:11]([C:12]3[CH:13]=[CH:37][C:32]4[C:33](=[CH:34][CH:35]=[C:30]([C:28]5[N:27]([CH:39]6[CH2:40][CH2:41][CH2:42][CH2:43][CH2:44]6)[C:26]6[CH:45]=[CH:46][C:23]([C:21]([OH:22])=[O:20])=[CH:24][C:25]=6[N:29]=5)[CH:31]=4)[N:36]=3)=[CH:10][C:9]([F:15])=[CH:8][CH:7]=2)=[CH:4][CH:3]=1 |f:2.3|. Isolated yield 58.3%. As a reaction SMILES: [N+:1]([C:4]1[CH:5]=[C:6]([CH:9]=[CH:10][CH:11]=1)[CH:7]=O)([O-:3])=[O:2].[NH:12]1[CH2:17][CH2:16][O:15][CH2:14][CH2:13]1>CO.C([BH3-])#N.[Zn+2].C([BH3-])#N>[N+:1]([C:4]1[CH:5]=[C:6]([CH:9]=[CH:10][CH:11]=1)[CH2:7][N:12]1[CH2:17][CH2:16][O:15][CH2:14][CH2:13]1)([O-:3])=[O:2] |f:3.4.5|. Product: [N+](=O)([O-])C=1C=C(CN2CCOCC2)C=CC1 (4-(3-nitrobenzyl)morpholine). The reagents and catalysts are C(#N)[BH3-].[Zn+2].C(#N)[BH3-] (zinc cyanoborohydride). Procedure details: A suspension of 3-nitrobenzaldehyde (30 g, 0.2 mol) in methanol (150 ml) was treated with morpholine and the resulting orange solution cooled to 0° C. The solution of zinc cyanoborohydride prepared above was then introduced by means of a double-ended needle and the reaction stirred to ambient temperature over 16 hours. The reaction was filtered and the filtrate evaporated to dryness. The residue was dissolved in diethyl ether (600 ml) and washed with 1N hydrochloric acid (1 l). The organic layer... Run at temperature 0 celsius, time 16 hour. Run in CO (methanol). Reactants: [N+](=O)([O-])C=1C=C(C=O)C=CC1 (3-nitrobenzaldehyde), N1CCOCC1 (morpholine).